Dataset: the Open Reaction Database (ORD), a public repository of structured organic reaction records. Task: describe an organic reaction: reactants, conditions, products, and yield Starting materials: ClC=1C=NC=C(C1SC1=C(C=C(S1)C(=O)O)[N+](=O)[O-])Cl (5-[(3,5-dichloro-4-pyridyl)sulfanyl]-4-nitro-thiophene-2-carboxylic acid), CN1CCNCC1 (1-methylpiperazine). Product: ClC=1C=NC=C(C1SC1=C(C=C(S1)C(=O)N1CCN(CC1)C)[N+](=O)[O-])Cl ((5-((3,5-dichloropyridin-4-yl)thio)-4-nitrothiophen-2-yl)(4-methylpiperazin-1-yl)methanone), solid. The yield is 61.0%. As a reaction SMILES: [Cl:1][C:2]1[CH:3]=[N:4][CH:5]=[C:6]([Cl:20])[C:7]=1[S:8][C:9]1[S:13][C:12]([C:14]([OH:16])=O)=[CH:11][C:10]=1[N+:17]([O-:19])=[O:18].[CH3:21][N:22]1[CH2:27][CH2:26][NH:25][CH2:24][CH2:23]1>>[Cl:20][C:6]1[CH:5]=[N:4][CH:3]=[C:2]([Cl:1])[C:7]=1[S:8][C:9]1[S:13][C:12]([C:14]([N:25]2[CH2:26][CH2:27][N:22]([CH3:21])[CH2:23][CH2:24]2)=[O:16])=[CH:11][C:10]=1[N+:17]([O-:19])=[O:18]. Procedure: Prepared according to the procedure described for example 44 from 5-[(3,5-dichloro-4-pyridyl)sulfanyl]-4-nitro-thiophene-2-carboxylic acid (35 mg, 0.1 mmol) and 1-methylpiperazine (10.0 mg, 0.1 mmol). The title compound was obtained as a solid (26.5 mg, 61% yield). MS m/z: 433 [M+H]+. The reactants are C(C)[SiH](CC)CC (triethylsilane), FC(C(=O)O)(F)F (trifluoroacetic acid), OC1(C(N(C2=CC=CC=C12)C[C@@H]1OCCC1)=O)C1=CC2=C(N(CCO2)C)C=C1O (3-hydroxy-3-(6-hydroxy-4-methyl-3,4-dihydro-2H-1,4-benzoxazin-7-yl)-1-[(2R)-tetrahydrofuran-2-ylmethyl]-1,3-dihydro-2H-indol-2-one). Solvent: ClCCl (dichloromethane). Run at time 90 minute. The product is FC(C(=O)O)(F)F.OC=1C(=CC2=C(N(CCO2)C)C1)C1C(N(C2=CC=CC=C12)C[C@@H]1OCCC1)=O (3-(6-hydroxy-4-methyl-3,4-dihydro-2H-1,4-benzoxazin-7-yl)-1-[(2R)-tetrahydrofuran-2-ylmethyl]-1,3-dihydro-2H-indol-2-one trifluoroacetate). Reaction SMILES: C([SiH](CC)CC)C.O[C:9]1([C:25]2[C:35]([OH:36])=[CH:34][C:28]3[N:29]([CH3:33])[CH2:30][CH2:31][O:32][C:27]=3[CH:26]=2)[C:17]2[C:12](=[CH:13][CH:14]=[CH:15][CH:16]=2)[N:11]([CH2:18][C@H:19]2[CH2:23][CH2:22][CH2:21][O:20]2)[C:10]1=[O:24].[F:37][C:38]([F:43])([F:42])[C:39]([OH:41])=[O:40]>ClCCl>[F:37][C:38]([F:43])([F:42])[C:39]([OH:41])=[O:40].[OH:36][C:35]1[C:25]([CH:9]2[C:17]3[C:12](=[CH:13][CH:14]=[CH:15][CH:16]=3)[N:11]([CH2:18][C@H:19]3[CH2:23][CH2:22][CH2:21][O:20]3)[C:10]2=[O:24])=[CH:26][C:27]2[O:32][CH2:31][CH2:30][N:29]([CH3:33])[C:28]=2[CH:34]=1 |f:4.5|. Procedure details: To a cooled (0° C.) solution of triethylsilane (1.3 mL, 8.2 mmol) in trifluoroacetic acid (8 mL) was added dropwise a solution of 3-hydroxy-3-(6-hydroxy-4-methyl-3,4-dihydro-2H-1,4-benzoxazin-7-yl)-1-[(2R)-tetrahydrofuran-2-ylmethyl]-1,3-dihydro-2H-indol-2-one (1.04 g, 2.62 mmol) in dichloromethane (3 mL). The resulting solution was warmed to reflux and stirred under nitrogen for 90 min. Once cooled, the solvent was removed under reduced pressure to afford 3-(6-hydroxy-4-methyl-3,4-dihydro-2H-1,... The reactants are C(CCl)Cl (EDC), C=1C=CC2=C(C1)N=NN2O (HOBt), Cl.CNOC (N,O-dimethylhydroxylamine hydrochloride), ClC=1C=C2C=C(NC2=CC1)C(=O)O (5-chloroindole-2-carboxylic acid), CCN(C(C)C)C(C)C (DIEA), C([O-])(O)=O.[Na+] (sodium bicarbonate). Run in CN(C=O)C (N,N-Dimethylformamide). Run at temperature 40 celsius, time 18 hour. Product: ClC=1C=C2C=C(NC2=CC1)C(=O)N(C)OC (5-Chloro-N-methoxy-N-methyl-1H-indole-2-carboxamide). RXN SMILES: [Cl:1][C:2]1[CH:3]=[C:4]2[C:8](=[CH:9][CH:10]=1)[NH:7][C:6]([C:11]([OH:13])=O)=[CH:5]2.C(Cl)CCl.C1C=CC2N(O)N=NC=2C=1.Cl.[CH3:29][NH:30][O:31][CH3:32].CCN(C(C)C)C(C)C.C(=O)(O)[O-].[Na+]>CN(C)C=O>[Cl:1][C:2]1[CH:3]=[C:4]2[C:8](=[CH:9][CH:10]=1)[NH:7][C:6]([C:11]([N:30]([O:31][CH3:32])[CH3:29])=[O:13])=[CH:5]2 |f:3.4,6.7|. Procedure details: To a flask containing 5-chloroindole-2-carboxylic acid (8.33 g, 42.6 mmol) were added EDC (12.6 g, 63.9 mmol), HOBt (8.63 g, 63.9 mmol), N,O-dimethylhydroxylamine hydrochloride (6.23 g, 63.9 mmol) sequentially. N,N-Dimethylformamide (100 mL) was added, followed by DIEA (22.6 mL, 128 mmol), and the resulting solution was stirred at 40° C. for 18 h. The reaction mixture was allowed to cool to room temperature, then was poured into saturated aqueous sodium bicarbonate and extracted with ethyl aceta... Starting materials: CCO, O=C(CCl)NCCc1ccc2c(c1)OCO2, NCCCO. Product: O=C(CNCCCO)NCCc1ccc2c(c1)OCO2. RXN SMILES: [CH3:22][CH2:23][OH:24].[Cl:1][CH2:2][C:3](=[O:4])[NH:5][CH2:6][CH2:7][c:8]1[cH:9][c:10]2[c:11]([cH:15][cH:16]1)[O:12][CH2:13][O:14]2.[NH2:17][CH2:18][CH2:19][CH2:20][OH:21]>>[CH2:2]([C:3](=[O:4])[NH:5][CH2:6][CH2:7][c:8]1[cH:9][c:10]2[c:11]([cH:15][cH:16]1)[O:12][CH2:13][O:14]2)[NH:17][CH2:18][CH2:19][CH2:20][OH:21]. Starting materials: Cn1cnc(Br)c1, C1COCCO1, CN(C)C1CCCCC1N, CN1C(=O)NCC1C(=O)NCc1ccc(F)c(F)c1Cl, [Cu]I, [K+], [K+], [K+], O=P([O-])([O-])[O-]. The product is CN1C(=O)N(c2cn(C)cn2)CC1C(=O)NCc1ccc(F)c(F)c1Cl. Reaction SMILES: [Br:21][c:22]1[n:23][cH:24][n:25]([CH3:27])[cH:26]1.[CH2:46]1[O:47][CH2:48][CH2:49][O:50][CH2:51]1.[CH3:36][N:37]([CH3:38])[CH:39]1[CH2:40][CH2:41][CH2:42][CH2:43][CH:44]1[NH2:45].[Cl:1][c:2]1[c:3]([CH2:10][NH:11][C:12](=[O:13])[CH:14]2[N:15]([CH3:20])[C:16](=[O:19])[NH:17][CH2:18]2)[cH:4][cH:5][c:6]([F:9])[c:7]1[F:8].[Cu:52][I:53].[K+:33].[K+:34].[K+:35].[P:28]([O-:29])([O-:30])([O-:31])=[O:32]>>[Cl:1][c:2]1[c:3]([CH2:10][NH:11][C:12](=[O:13])[CH:14]2[N:15]([CH3:20])[C:16](=[O:19])[N:17]([c:22]3[n:23][cH:24][n:25]([CH3:27])[cH:26]3)[CH2:18]2)[cH:4][cH:5][c:6]([F:9])[c:7]1[F:8]. Starting materials: BrC=1C=CC(=C(C1)[N+](=O)[O-])F (5-bromo-2-fluoro-nitrobenzene), NCCN1CCOCC1 (4-(2-aminoethyl)morpholine). The solvent is C1CCOC1 (THF). Conditions: time 18 hour. Product: BrC1=CC(=C(C=C1)NCCN1CCOCC1)[N+](=O)[O-] ((4-bromo-2-nitro-phenyl)-(2-morpholin-4-yl-ethyl)-amine). Isolated yield 103.0%. Reaction SMILES: [Br:1][C:2]1[CH:3]=[CH:4][C:5](F)=[C:6]([N+:8]([O-:10])=[O:9])[CH:7]=1.[NH2:12][CH2:13][CH2:14][N:15]1[CH2:20][CH2:19][O:18][CH2:17][CH2:16]1>C1COCC1>[Br:1][C:2]1[CH:3]=[CH:4][C:5]([NH:12][CH2:13][CH2:14][N:15]2[CH2:20][CH2:19][O:18][CH2:17][CH2:16]2)=[C:6]([N+:8]([O-:10])=[O:9])[CH:7]=1. Procedure details: Mix 5-bromo-2-fluoro-nitrobenzene (10 g, 45 mmol) and 4-(2-aminoethyl)morpholine (11.8 mL, 90 mmol) in THF (100 mL). Stir at room temperature for 18 h. Remove the THF under reduced pressure and partition the residue between water (200 mL) and ethyl acetate (200 mL). Dry the organic layer (MgSO4) and concentrate to give 15.3 g (100%) title compound. HPLC (ISO80-10M) t=1.83 min (94%), MS (S) 331 (M+1). The reactants are solution, CC(C)([O-])C.[K+] (potassium tert-butoxide), BrCC(F)F (1-bromo-2,2-difluoroethane), solution, CC(C)([O-])C.[K+] (potassium tert-butoxide), BrCC(F)F (1-bromo-2,2-difluoroethane), solution, CC(C)([O-])C.[K+] (potassium tert-butoxide), BrCC(F)F (1-bromo-2,2-difluoroethane), NC=1N=C(C2=C(N1)N(CC(=C2)C=2C=NC(=CC2)OC)C2CCC(CC2)O)C (2-amino-8-(4-hydroxycyclohexyl)-6-(6-methoxypyridin-3-yl)-4-methylpyrido[2,3-d]pyrimidin), 7(8H)-one, solution, CC(C)([O-])C.[K+] (potassium tert-butoxide), BrCC(F)F (1-bromo-2,2-difluoroethane). Solvent: C1CCOC1 (THF), C1CCOC1 (THF), C1CCOC1 (THF), CC(=O)N(C)C (DMA), C1CCOC1 (THF), CS(=O)C (DMSO). Conditions: time 1 hour. Product: FC(CNC=1N=C(C2=C(N1)N(C(C(=C2)C=2C=NC(=CC2)OC)=O)C2CCC(CC2)O)C)F (2-(2,2-Difluoroethylamino)-8-(4-hydroxycyclohexyl)-6-(6-methoxypyridin-3-yl)-4-methylpyrido[2,3-d]pyrimidin-7(8H)-one). RXN SMILES: [NH2:1][C:2]1[N:3]=[C:4]([CH3:27])[C:5]2[CH:11]=[C:10]([C:12]3[CH:13]=[N:14][C:15]([O:18][CH3:19])=[CH:16][CH:17]=3)[CH2:9][N:8]([CH:20]3[CH2:25][CH2:24][CH:23]([OH:26])[CH2:22][CH2:21]3)[C:6]=2[N:7]=1.CC(C)([O-:31])C.[K+].Br[CH2:35][CH:36]([F:38])[F:37]>CC(N(C)C)=O.C1COCC1.CS(C)=O>[F:37][CH:36]([F:38])[CH2:35][NH:1][C:2]1[N:3]=[C:4]([CH3:27])[C:5]2[CH:11]=[C:10]([C:12]3[CH:13]=[N:14][C:15]([O:18][CH3:19])=[CH:16][CH:17]=3)[C:9](=[O:31])[N:8]([CH:20]3[CH2:25][CH2:24][CH:23]([OH:26])[CH2:22][CH2:21]3)[C:6]=2[N:7]=1 |f:1.2|. Reported procedure: To a solution of 2-amino-8-(4-hydroxycyclohexyl)-6-(6-methoxypyridin-3-yl)-4-methylpyrido[2,3-d]pyrimidin-[7(8H)-one (50 mg, 0.13 mmol) in anhydrous DMA (1.0 ml) at room temperature was added a 1M solution of potassium tert-butoxide in THF (0.14 ml). After stirring at R.T. for 1 hour, to the reaction mixture was added 1-bromo-2,2-difluoroethane (20.9 mg, 0.14 mmol). After stirring at room temperature for 16 h and 4.5 h at 80° C. the reaction mixture was cooled to room temperature, and 1M solutio... Reactants: CCc1c(-c2cn(-c3cc(C(=O)OC)ccc3C)cn2)cnn1-c1ccccc1, COc1c(N)cc(C(C)(C)C)cc1C#N. Product: CCc1c(-c2cn(-c3cc(C(=O)Nc4cc(C(C)(C)C)cc(C#N)c4OC)ccc3C)cn2)cnn1-c1ccccc1. Reaction SMILES: [CH3:16][O:17][C:18]([c:19]1[cH:20][c:21](-[n:26]2[cH:27][n:28][c:29](-[c:31]3[cH:32][n:33][n:34](-[c:38]4[cH:39][cH:40][cH:41][cH:42][cH:43]4)[c:35]3[CH2:36][CH3:37])[cH:30]2)[c:22]([CH3:25])[cH:23][cH:24]1)=[O:44].[NH2:1][c:2]1[c:3]([O:14][CH3:15])[c:4]([C:5]#[N:6])[cH:7][c:8]([C:10]([CH3:11])([CH3:12])[CH3:13])[cH:9]1>>[NH:1]([c:2]1[c:3]([O:14][CH3:15])[c:4]([C:5]#[N:6])[cH:7][c:8]([C:10]([CH3:11])([CH3:12])[CH3:13])[cH:9]1)[C:18](=[O:17])[c:19]1[cH:20][c:21](-[n:26]2[cH:27][n:28][c:29](-[c:31]3[cH:32][n:33][n:34](-[c:38]4[cH:39][cH:40][cH:41][cH:42][cH:43]4)[c:35]3[CH2:36][CH3:37])[cH:30]2)[c:22]([CH3:25])[cH:23][cH:24]1.